From a dataset of the Open Reaction Database (ORD), a public repository of structured organic reaction records. describe an organic reaction: reactants, conditions, products, and yield The reactants are B (borane), C(C)(=O)OC(C)=O (acetic anhydride), CC(=O)NCCC1=CNC2=C1C=C(C=C2)OC (melatonin), [OH-].[K+] (potassium hydroxide). Run in O (water), FC(C(=O)O)(F)F (trifluoroacetic acid), N1=CC=CC=C1 (pyridine). Reaction conditions: temperature 0 celsius, time 30 minute. Product: C(C)(=O)N1CC(C2=CC(=CC=C12)OC)CCNC(C)=O (N-[2-(1-acetyl-5-methoxyindolin-3-yl)ethyl]acetamide). As a reaction SMILES: [CH3:1][C:2]([NH:4][CH2:5][CH2:6][C:7]1[C:11]2[CH:12]=[C:13]([O:16][CH3:17])[CH:14]=[CH:15][C:10]=2[NH:9][CH:8]=1)=[O:3].B.[OH-].[K+].[C:21](OC(=O)C)(=[O:23])[CH3:22]>FC(F)(F)C(O)=O.N1C=CC=CC=1.O>[C:21]([N:9]1[C:10]2[C:11](=[CH:12][C:13]([O:16][CH3:17])=[CH:14][CH:15]=2)[CH:7]([CH2:6][CH2:5][NH:4][C:2](=[O:3])[CH3:1])[CH2:8]1)(=[O:23])[CH3:22] |f:2.3|. Procedure details: To a solution, cooled to 0° C., of melatonin (1 mmol) in trifluoroacetic acid (2 ml) is added dropwise borane (2 eq, 1M solution in THF). The mixture is stirred for 30 min at 0° C. followed by dropwise addition of water (1.5 ml), and the medium is left stirring for 1 h at room temperature. The mixture is then brought to pH=10 using 2N potassium hydroxide solution and is then extracted with dichloromethane. The crude product is separated on a column of flash silica (25/75/5 acetone/dichloromethan...